This data is from the Open Reaction Database (ORD), a public repository of structured organic reaction records. The task is: describe an organic reaction: reactants, conditions, products, and yield Reactants: COC(=O)C(CC(C)C)N1CC(Oc2ccc(F)cc2F)=CC1=O, Cl, [Li+], C1CCOC1, [OH-], O, O. Yields the product CC(C)CC(C(=O)O)N1CC(Oc2ccc(F)cc2F)=CC1=O. Reaction SMILES: [CH3:1][O:2][C:3]([CH:4]([CH2:5][CH:6]([CH3:7])[CH3:8])[N:9]1[C:10](=[O:23])[CH:11]=[C:12]([O:14][c:15]2[c:16]([F:22])[cH:17][c:18]([F:21])[cH:19][cH:20]2)[CH2:13]1)=[O:24].[ClH:28].[Li+:27].[O:29]1[CH2:30][CH2:31][CH2:32][CH2:33]1.[OH-:26].[OH2:25].[OH2:34]>>[O:2]=[C:3]([CH:4]([CH2:5][CH:6]([CH3:7])[CH3:8])[N:9]1[C:10](=[O:23])[CH:11]=[C:12]([O:14][c:15]2[c:16]([F:22])[cH:17][c:18]([F:21])[cH:19][cH:20]2)[CH2:13]1)[OH:24]. Run in CO (MeOH), CO (MeOH). Product: C(C)(C)(C)C1=CC(=C(N)C=C1)I (4-tert-butyl-2-iodoaniline). The reagents and catalysts are S(=O)(=O)([O-])[O-].[Ag+2] (silver sulfate). Reaction conditions: time 4 hour. Starting materials: C(C)(C)(C)C1=CC=C(N)C=C1 (4-tert-butylaniline), II (iodine). Reaction SMILES: [C:1]([C:5]1[CH:11]=[CH:10][C:8]([NH2:9])=[CH:7][CH:6]=1)([CH3:4])([CH3:3])[CH3:2].[I:12]I>CO.S([O-])([O-])(=O)=O.[Ag+2]>[C:1]([C:5]1[CH:6]=[CH:7][C:8]([NH2:9])=[C:10]([I:12])[CH:11]=1)([CH3:4])([CH3:2])[CH3:3] |f:3.4|. Procedure: A solution of commercially available 4-tert-butylaniline (2.00 g, 13.4 mmol) in MeOH (10 mL) was added to a mixture of silver sulfate (4.17 g, 13.4 mmol) and iodine (3.39 g, 13.4 mmol) in MeOH (30 mL). The mixture was stirred at room temperature for 4 h. The mixture was filtered. The filtrate was concentrated. The title compound was obtained after flash chromatography using EtOAc:hexane/2:8 as the eluant. 1H NMR (CDCl3, 500 MHz): B7.65 (d, J=2. Hz, 1H), 7.20 (dd, J=8.5, 2.5 Hz, 1H), 6.75 (d, J=8... Reactants: C[C@]1(C(NC(CC1)=O)=O)N1C(=NC2=CC=CC(=C2C1=O)[N+](=O)[O-])C ((S)-3-methyl-3-(2-methyl-5-nitro-4-oxoquinazolin-3(4H)-yl)piperidine-2,6-dione). Reagents/catalysts: [Pd] (Pd—C), [O-2].[O-2].[Mn+4] (manganese dioxide). Run in C(C)(=O)OCC.CO (ethyl acetate methanol). Run at time 16 hour. Product: NC1=C2C(N(C(=NC2=CC=C1)C)[C@@]1(C(NC(CC1)=O)=O)C)=O ((S)-3-(5-amino-2-methyl-4-oxoquinazolin-3(4H)-yl)-3-methylpiperidine-2,6-dione). Isolated yield 33.3%. As a reaction SMILES: [CH3:1][C@:2]1([N:10]2[C:19](=[O:20])[C:18]3[C:13](=[CH:14][CH:15]=[CH:16][C:17]=3[N+:21]([O-])=O)[N:12]=[C:11]2[CH3:24])[CH2:7][CH2:6][C:5](=[O:8])[NH:4][C:3]1=[O:9]>C(OCC)(=O)C.CO.[Pd].[O-2].[O-2].[Mn+4]>[NH2:21][C:17]1[CH:16]=[CH:15][CH:14]=[C:13]2[C:18]=1[C:19](=[O:20])[N:10]([C@@:2]1([CH3:1])[CH2:7][CH2:6][C:5](=[O:8])[NH:4][C:3]1=[O:9])[C:11]([CH3:24])=[N:12]2 |f:1.2,4.5.6|. Reported procedure: A mixture of (S)-3-methyl-3-(2-methyl-5-nitro-4-oxoquinazolin-3(4H)-yl)piperidine-2,6-dione (0.30 g, 1.0 mmol) and 10% Pd—C (0.2 g, 50% wet), in 200 mL of 3:1 ethyl acetate-methanol was shaken under 50 psi H2 for 45 minutes. The mixture was filtered through Celite, and the solvent was evaporated. The residue was redissolved in 200 mL of 4:1 dichloromethane-acetone, and manganese dioxide (0.20 g, 2.2 mmol) was added. This mixture was stirred for 16 hours. The mixture was filtered through Celite, ... Reactants: COC(C)(C)C, CO, O=C1c2ccccc2C(=O)N1Cc1ccc(C2=NOC(c3cc(Cl)cc(Cl)c3)(C(F)(F)F)C2)cc1, NN. The product is NCc1ccc(C2=NOC(c3cc(Cl)cc(Cl)c3)(C(F)(F)F)C2)cc1. As a reaction SMILES: [C:40]([O:41][CH3:42])([CH3:43])([CH3:44])[CH3:45].[CH3:38][OH:39].[Cl:1][c:2]1[cH:3][c:4]([C:9]2([C:32]([F:33])([F:34])[F:35])[CH2:10][C:11]([c:14]3[cH:15][cH:16][c:17]([CH2:18][N:19]4[C:20](=[O:21])[c:22]5[c:23]([cH:24][cH:25][cH:26][cH:27]5)[C:28]4=[O:29])[cH:30][cH:31]3)=[N:12][O:13]2)[cH:5][c:6]([Cl:8])[cH:7]1.[NH2:36][NH2:37]>>[Cl:1][c:2]1[cH:3][c:4]([C:9]2([C:32]([F:33])([F:34])[F:35])[CH2:10][C:11]([c:14]3[cH:15][cH:16][c:17]([CH2:18][NH2:19])[cH:30][cH:31]3)=[N:12][O:13]2)[cH:5][c:6]([Cl:8])[cH:7]1. Starting materials: CCOC(=O)Nc1cc([N+](=O)[O-])cc(CC)c1C(=O)OCC, [Na+], C1CCOC1, [OH-]. Product: CCOC(=O)Nc1cc([N+](=O)[O-])cc(CC)c1C(=O)O. As a reaction SMILES: [CH2:1]([CH3:2])[O:3][C:4](=[O:5])[NH:6][c:7]1[c:8]([C:9](=[O:10])[O:11][CH2:12][CH3:13])[c:14]([CH2:21][CH3:22])[cH:15][c:16]([N+:18](=[O:19])[O-:20])[cH:17]1.[Na+:29].[O:23]1[CH2:24][CH2:25][CH2:26][CH2:27]1.[OH-:28]>>[CH2:1]([CH3:2])[O:3][C:4](=[O:5])[NH:6][c:7]1[c:8]([C:9](=[O:10])[OH:11])[c:14]([CH2:21][CH3:22])[cH:15][c:16]([N+:18](=[O:19])[O-:20])[cH:17]1. The reactants are C(C1=CC=CC=C1)N(C[Si](C)(C)C)CC#N (N-benzyl-N-(cyanomethyl)-N-[(trimethylsilyl)methyl]amine), C(C(=C)C1=CC=CC=C1)(=O)OC (methyl atropate), C(C)#N (acetonitrile). Reagents/catalysts: [Ag]F (silver fluoride). Solvent: C(Cl)(Cl)Cl (chloroform). Run at time 8 hour. The product is C1(=CC=CC=C1)C1(CN(CC1)CC1=CC=CC=C1)C(=O)OC (methyl 3-phenyl-1-(phenylmethyl)-3-pyrrolidinecarboxylate). The yield is 41.1%. As a reaction SMILES: [CH2:1]([N:8]([CH2:14][C:15]#N)[CH2:9][Si](C)(C)C)[C:2]1[CH:7]=[CH:6][CH:5]=[CH:4][CH:3]=1.[C:17]([O:27][CH3:28])(=[O:26])[C:18]([C:20]1[CH:25]=[CH:24][CH:23]=[CH:22][CH:21]=1)=C.C(#N)C>C(Cl)(Cl)Cl.[Ag]F>[C:20]1([C:18]2([C:17]([O:27][CH3:28])=[O:26])[CH2:15][CH2:14][N:8]([CH2:1][C:2]3[CH:7]=[CH:6][CH:5]=[CH:4][CH:3]=3)[CH2:9]2)[CH:25]=[CH:24][CH:23]=[CH:22][CH:21]=1. Reported procedure: A suspension of 53.4 g (0.23 mol) of N-benzyl-N-(cyanomethyl)-N-[(trimethylsilyl)methyl]amine (J. Org. Chem., 50, 4006 (1985)), 41.2 g (0.25 mol) of methyl atropate, 32.2 g (0.25 mol) of silver fluoride and 1 l of acetonitrile was stirred overnight at room temperature in the dark. The mixture was diluted with chloroform and filtered through celite. Concentration of the filtrate gave an oil which was chromatographed on silica gel, eluting with an 80:20 chloroform:ethyl acetate mixture, to give 27... Reactants: CC1CNc2ccccc21, O=C1CCN(CCc2ccc(F)cc2)CC1. Product: CC1CN(C2CCN(CCc3ccc(F)cc3)CC2)c2ccccc21. Reaction SMILES: [CH3:1][CH:2]1[CH2:3][NH:4][c:5]2[cH:6][cH:7][cH:8][cH:9][c:10]21.[F:11][c:12]1[cH:13][cH:14][c:15]([CH2:16][CH2:17][N:18]2[CH2:19][CH2:20][C:21](=[O:24])[CH2:22][CH2:23]2)[cH:25][cH:26]1>>[CH3:1][CH:2]1[CH2:3][N:4]([CH:21]2[CH2:20][CH2:19][N:18]([CH2:17][CH2:16][c:15]3[cH:14][cH:13][c:12]([F:11])[cH:26][cH:25]3)[CH2:23][CH2:22]2)[c:5]2[cH:6][cH:7][cH:8][cH:9][c:10]21. The reactants are CCOc1nc(C(F)(F)F)cc(=O)n1-c1cc(O)c(Cl)cc1F, COS(=O)(=O)OC, CC(C)=O, [Na+], [Na+], O=C([O-])[O-]. The product is CCOc1nc(C(F)(F)F)cc(=O)n1-c1cc(OC)c(Cl)cc1F. Reaction SMILES: [CH2:1]([CH3:2])[O:3][c:4]1[n:5](-[c:15]2[c:16]([F:23])[cH:17][c:18]([Cl:22])[c:19]([OH:21])[cH:20]2)[c:6](=[O:14])[cH:7][c:8]([C:10]([F:11])([F:12])[F:13])[n:9]1.[CH3:24][O:25][S:26]([O:27][CH3:28])(=[O:29])=[O:30].[CH3:37][C:38](=[O:39])[CH3:40].[Na+:31].[Na+:32].[O-:33][C:34](=[O:35])[O-:36]>>[CH2:1]([CH3:2])[O:3][c:4]1[n:5](-[c:15]2[c:16]([F:23])[cH:17][c:18]([Cl:22])[c:19]([O:21][CH3:24])[cH:20]2)[c:6](=[O:14])[cH:7][c:8]([C:10]([F:11])([F:12])[F:13])[n:9]1. The reactants are C#Cc1ccc(Nc2c(C(=O)NOCCO)ccc(F)c2F)c(F)c1, C1CCOC1, CO. Product: CCc1ccc(Nc2c(C(=O)NOCCO)ccc(F)c2F)c(F)c1. As a reaction SMILES: [C:1](#[CH:2])[c:3]1[cH:4][c:5]([F:25])[c:6]([NH:9][c:10]2[c:11]([C:12](=[O:13])[NH:14][O:15][CH2:16][CH2:17][OH:18])[cH:19][cH:20][c:21]([F:24])[c:22]2[F:23])[cH:7][cH:8]1.[CH2:26]1[O:27][CH2:28][CH2:29][CH2:30]1.[CH3:31][OH:32]>>[CH2:1]([CH3:2])[c:3]1[cH:4][c:5]([F:25])[c:6]([NH:9][c:10]2[c:11]([C:12](=[O:13])[NH:14][O:15][CH2:16][CH2:17][OH:18])[cH:19][cH:20][c:21]([F:24])[c:22]2[F:23])[cH:7][cH:8]1.